From a dataset of the Open Reaction Database (ORD), a public repository of structured organic reaction records. describe an organic reaction: reactants, conditions, products, and yield The reactants are COC=P(c1ccccc1)(c1ccccc1)c1ccccc1, O=Cc1ccccc1, [Cl-]. The product is O=CCc1ccccc1. RXN SMILES: [CH3:10][O:11][CH:12]=[P:13]([c:14]1[cH:15][cH:16][cH:17][cH:18][cH:19]1)([c:20]1[cH:21][cH:22][cH:23][cH:24][cH:25]1)[c:26]1[cH:27][cH:28][cH:29][cH:30][cH:31]1.[CH:1](=[O:2])[c:3]1[cH:4][cH:5][cH:6][cH:7][cH:8]1.[Cl-:9]>>[CH2:1]([c:3]1[cH:4][cH:5][cH:6][cH:7][cH:8]1)[CH:10]=[O:11]. Starting materials: C1CCOC1, COc1ccc(COc2ccc(CO)cc2[N+](=O)[O-])cc1, CI, C[Si](C)(C)[N-][Si](C)(C)C, Cc1ccccc1, CCOC(C)=O, [K+]. Product: COCc1ccc(OCc2ccc(OC)cc2)c([N+](=O)[O-])c1. Reaction SMILES: [CH2:34]1[O:35][CH2:36][CH2:37][CH2:38]1.[CH3:1][O:2][c:3]1[cH:4][cH:5][c:6]([CH2:7][O:8][c:9]2[c:10]([N+:17](=[O:18])[O-:19])[cH:11][c:12]([CH2:15][OH:16])[cH:13][cH:14]2)[cH:20][cH:21]1.[CH3:22][I:23].[CH3:25][Si:26]([N-:27][Si:28]([CH3:29])([CH3:30])[CH3:31])([CH3:32])[CH3:33].[CH3:39][c:40]1[cH:41][cH:42][cH:43][cH:44][cH:45]1.[CH3:46][CH2:47][O:48][C:49]([CH3:50])=[O:51].[K+:24]>>[CH3:1][O:2][c:3]1[cH:4][cH:5][c:6]([CH2:7][O:8][c:9]2[c:10]([N+:17](=[O:18])[O-:19])[cH:11][c:12]([CH2:15][O:16][CH3:25])[cH:13][cH:14]2)[cH:20][cH:21]1.